Dataset: the Open Reaction Database (ORD), a public repository of structured organic reaction records. Task: describe an organic reaction: reactants, conditions, products, and yield The reactants are COC(=O)c1cccc(S(=O)(=O)Cl)c1, Cl, Cl, CC(C)(C)OC(=O)CCN, c1ccncc1. The product is COC(=O)c1cccc(S(=O)(=O)NCCC(=O)OC(C)(C)C)c1. RXN SMILES: [Cl:1][S:2](=[O:3])(=[O:4])[c:5]1[cH:6][c:7]([C:8](=[O:9])[O:10][CH3:11])[cH:12][cH:13][cH:14]1.[ClH:15].[ClH:26].[NH2:16][CH2:17][CH2:18][C:19](=[O:20])[O:21][C:22]([CH3:23])([CH3:24])[CH3:25].[cH:27]1[cH:28][cH:29][n:30][cH:31][cH:32]1>>[S:2](=[O:3])(=[O:4])([c:5]1[cH:6][c:7]([C:8](=[O:9])[O:10][CH3:11])[cH:12][cH:13][cH:14]1)[NH:16][CH2:17][CH2:18][C:19](=[O:20])[O:21][C:22]([CH3:23])([CH3:24])[CH3:25]. The reactants are ClC1=C(CN2N=NC(=C2)C(=O)O)C=CC=C1 (1-(o-chlorobenzyl)-1H-1,2,3-triazole-4-carboxylic acid), acid chloride, N1CCCCC1 (piperidine). The solvent is C(C)O (ethanol). The product is ClC1=C(CN2N=NC(=C2)C(=O)N2CCCCC2)C=CC=C1 (1-(o-chlorobenzyl)-1H-1,2,3-triazole-4-carboxylic acid piperidide). As a reaction SMILES: [Cl:1][C:2]1[CH:16]=[CH:15][CH:14]=[CH:13][C:3]=1[CH2:4][N:5]1[CH:9]=[C:8]([C:10]([OH:12])=O)[N:7]=[N:6]1.[NH:17]1[CH2:22][CH2:21][CH2:20][CH2:19][CH2:18]1>C(O)C>[Cl:1][C:2]1[CH:16]=[CH:15][CH:14]=[CH:13][C:3]=1[CH2:4][N:5]1[CH:9]=[C:8]([C:10]([N:17]2[CH2:22][CH2:21][CH2:20][CH2:19][CH2:18]2)=[O:12])[N:7]=[N:6]1. Procedure: In a manner analogous to that described in Example 14, starting from 11.8 g (50 mmol) of 1-(o-chlorobenzyl)-1H-1,2,3-triazole-4-carboxylic acid, converting this into the acid chloride and treating the latter with piperidine (50 mmol), there is obtained 1-(o-chlorobenzyl)-1H-1,2,3-triazole-4-carboxylic acid piperidide having a melting point of 141°-142° (from ethanol) and, by treating the acid chloride with dimethylamine (50 mmol), there is obtained 1-(o-chlorobenzyl)-1H-1,2,3-triazole-4-carboxyl... Starting materials: CC(C)(C)N1C(=O)C=C(c2ccc(CC(C(=O)c3ccccc3)c3ccccc3)cc2Br)S1(=O)=O, O=C(O)C(F)(F)F. The product is O=C1C=C(c2ccc(CC(C(=O)c3ccccc3)c3ccccc3)cc2Br)S(=O)(=O)N1. Reaction SMILES: [Br:1][c:2]1[c:3]([C:24]2=[CH:25][C:26](=[O:35])[N:27]([C:31]([CH3:32])([CH3:33])[CH3:34])[S:28]2(=[O:29])=[O:30])[cH:4][cH:5][c:6]([CH2:8][CH:9]([C:10]([c:11]2[cH:12][cH:13][cH:14][cH:15][cH:16]2)=[O:17])[c:18]2[cH:19][cH:20][cH:21][cH:22][cH:23]2)[cH:7]1.[OH:36][C:37]([C:38]([F:39])([F:40])[F:41])=[O:42]>>[Br:1][c:2]1[c:3]([C:24]2=[CH:25][C:26](=[O:35])[NH:27][S:28]2(=[O:29])=[O:30])[cH:4][cH:5][c:6]([CH2:8][CH:9]([C:10]([c:11]2[cH:12][cH:13][cH:14][cH:15][cH:16]2)=[O:17])[c:18]2[cH:19][cH:20][cH:21][cH:22][cH:23]2)[cH:7]1. Reactants: FC(C1=C(OC2CNC2)C=CC=C1)(F)F (3-(2-trifluoromethylphenoxy) azetidine), CN=C=O (methylisocyanate). Run in C1=CC=CC=C1 (benzene). Yields the product CNC(=O)N1CC(C1)OC1=C(C=CC=C1)C(F)(F)F (N-Methyl 3-(2-trifluoromethylphenoxy)-1-azetidinecarboxamide). RXN SMILES: [F:1][C:2]([F:15])([F:14])[C:3]1[CH:13]=[CH:12][CH:11]=[CH:10][C:4]=1[O:5][CH:6]1[CH2:9][NH:8][CH2:7]1.[CH3:16][N:17]=[C:18]=[O:19]>C1C=CC=CC=1>[CH3:16][NH:17][C:18]([N:8]1[CH2:9][CH:6]([O:5][C:4]2[CH:10]=[CH:11][CH:12]=[CH:13][C:3]=2[C:2]([F:1])([F:14])[F:15])[CH2:7]1)=[O:19]. Reported procedure: To a stirring solution of 3-(2-trifluoromethylphenoxy) azetidine (4.5 g., 0.02 mole) in 50 ml. of dry benzene was added slowly at room temperature 1.2 g. (0.02 mole) of methylisocyanate. After an additional 30 minutes a solid separated which was collected and recrystallized from benzene. The product (3.5 g., 68%) melted at 134°-136° C. Reactants: ClC=1C=C2C=C(C(OC2=C(C1)I)C(F)(F)F)C(=O)OCC (Ethyl 6-chloro-8-iodo-2-(trifluoromethyl)-2H-chromene-3-carboxylate), 6,271,253 B1, C(#C)C1=CC=C(C=C1)S(=O)(=O)N (4-ethynylbenzene sulfonamide). Product: NS(=O)(=O)C1=CC=C(C=C1)C#CC=1C=C(C=C2C=C(C(OC12)C(F)(F)F)C(=O)OCC)Cl (ethyl 8-{[4-(aminosulfonyl)phenyl]ethynyl}-6-chloro-2-(trifluoromethyl)-2H-chromene-3-carboxylate). Reaction SMILES: [Cl:1][C:2]1[CH:3]=[C:4]2[C:9](=[C:10](I)[CH:11]=1)[O:8][CH:7]([C:13]([F:16])([F:15])[F:14])[C:6]([C:17]([O:19][CH2:20][CH3:21])=[O:18])=[CH:5]2.[C:22]([C:24]1[CH:29]=[CH:28][C:27]([S:30]([NH2:33])(=[O:32])=[O:31])=[CH:26][CH:25]=1)#[CH:23]>>[NH2:33][S:30]([C:27]1[CH:28]=[CH:29][C:24]([C:22]#[C:23][C:10]2[CH:11]=[C:2]([Cl:1])[CH:3]=[C:4]3[C:9]=2[O:8][CH:7]([C:13]([F:16])([F:15])[F:14])[C:6]([C:17]([O:19][CH2:20][CH3:21])=[O:18])=[CH:5]3)=[CH:25][CH:26]=1)(=[O:31])=[O:32]. Reported procedure: Ethyl 6-chloro-8-iodo-2-(trifluoromethyl)-2H-chromene-3-carboxylate prepared as in U.S. Pat. No. 6,271,253 B1 Example 73, Step 2 was reacted with 4-ethynylbenzene sulfonamide prepared as in Step 2 via a method similar to that described in Example 21f, Step 1 to give the product: ESHRMS m/z 503.0686 (M+NH4, C21H15ClF3O5SNH4, Calc'd 503.0655). Reactants: FC=1C=CC=C2C(N(C(C12)CCC(=O)NC1=NC=C(C(=O)O)C=C1)CC1=CC=C(C=C1)F)=O (6-{3-[7-Fluoro-2-(4-fluorobenzyl)-3-oxo-2,3-dihydro-1H-isoindol-1-yl]-propionylamino}-nicotinic acid), N1=C(C=NC=C1)N (pyrazin-2-ylamine). The product is FC=1C=CC=C2C(N(C(C12)CCC(=O)NC1=NC=CN=C1)CC1=CC=C(C=C1)F)=O (3-[7-Fluoro-2-(4-fluoro-benzyl)-3-oxo-2,3-dihydro-1H-isoindol-1-yl]-N-pyrazin-2-yl-propionamide). As a reaction SMILES: [F:1][C:2]1[CH:3]=[CH:4][CH:5]=[C:6]2[C:10]=1[CH:9]([CH2:11][CH2:12][C:13]([NH:15][C:16]1[CH:24]=C[C:19](C(O)=O)=[CH:18][N:17]=1)=[O:14])[N:8]([CH2:25][C:26]1[CH:31]=[CH:30][C:29]([F:32])=[CH:28][CH:27]=1)[C:7]2=[O:33].[N:34]1C=CN=CC=1N>>[F:1][C:2]1[CH:3]=[CH:4][CH:5]=[C:6]2[C:10]=1[CH:9]([CH2:11][CH2:12][C:13]([NH:15][C:16]1[CH:24]=[N:34][CH:19]=[CH:18][N:17]=1)=[O:14])[N:8]([CH2:25][C:26]1[CH:27]=[CH:28][C:29]([F:32])=[CH:30][CH:31]=1)[C:7]2=[O:33]. Procedure: The product from Example 11, Part D (100 mg, 0.3 mmol) and pyrazin-2-ylamine (43 mg, 0.45 mmol) were converted to the title compound in a manner analogous to the method described in Example 7, Part E, using CH2Cl2 in place of THF in the reaction and EtOAc in the workup, and without crystallization (8 mg, 7%). 1H NMR (300 MHz, CDCl3) δ 9.42 (s, 1H), 8.31 (d, J=3 Hz, 1H), 8.15 (m, 1H), 7.83 (s, 1H), 7.68 (d, J=8 Hz, 1H), 7.46 (m, 1H), 7.32 (m, 2H), 7.20 (t, J=9, 1H), 7.02 (t, J=7 Hz, 2H), 5.25 (d,... Reported procedure: In a flame dried round-bottomed flask equipped with a magnetic stir bar and under inert atmosphere (N2), a solution of trans-4-benzyloxycarbonylaminocyclohexane-methanol (110 mg, 0.42 mmol) in MeOH (5 mL) was hydrogenated in the presence of Pd/C (10%) at rt until completion of the reaction. The mixture was then filtered and concentrated under reduced pressure. The title compound was obtained as a light brown solid. LC-MS-conditions 07: tR=0.11 min; [M+H]+=130.24. Product: N[C@@H]1CC[C@H](CC1)CO ((trans-4-Aminocyclohexyl)methanol). The reagents and catalysts are [Pd] (Pd/C). Solvent: CO (MeOH). Reactants: C(C1=CC=CC=C1)OC(=O)N[C@@H]1CC[C@H](CC1)CO (trans-4-benzyloxycarbonylaminocyclohexane-methanol), N#N (N2). RXN SMILES: N#N.C(OC([NH:13][C@H:14]1[CH2:19][CH2:18][C@H:17]([CH2:20][OH:21])[CH2:16][CH2:15]1)=O)C1C=CC=CC=1>CO.[Pd]>[NH2:13][C@H:14]1[CH2:19][CH2:18][C@H:17]([CH2:20][OH:21])[CH2:16][CH2:15]1.